Dataset: the Open Reaction Database (ORD), a public repository of structured organic reaction records. Task: describe an organic reaction: reactants, conditions, products, and yield Reactants: mixture, COC1=C(CNCC(=O)O)C=CC(=C1)OC (N-(2,4-dimethoxybenzyl)-glycine), [Cl-].[Na+] (sodium chloride), C1=2C(=O)OC(NC1=CC=CC2)=O (isatoic acid anhydride), NCC(=O)O (glycine), COC1=C(C=O)C=CC(=C1)OC (2,4-dimethoxybenzaldehyde), [OH-].[Na+] (sodium hydroxide), Cl (hydrochloric acid). The reagents and catalysts are [Pd] (palladium-on-carbon). Solvent: O (water), CS(=O)C (dimethyl sulphoxide), CO (methanol). Run at time 0.5 hour. Yields the product COC1=C(CNCC(=O)O)C=CC(=C1)OC (N-(2,4-dimethoxybenzyl)glycine), COC1=C(CN2CC(NC3=C(C2=O)C=CC=C3)=O)C=CC(=C1)OC (3,4-dihydro-4-(2,4-dimethoxybenzyl)-2H-1,4-benzodiazepine-2,5(1H)-dione). RXN SMILES: NCC(O)=O.COC1C=C(OC)C=CC=1C=O.[OH-].[Na+].Cl.[CH3:21][O:22][C:23]1[CH:34]=[C:33]([O:35][CH3:36])[CH:32]=[CH:31][C:24]=1[CH2:25][NH:26][CH2:27][C:28]([OH:30])=[O:29].[Cl-].[Na+].[C:39]12[C:45](=[CH:46][CH:47]=[CH:48][CH:49]=1)[NH:44][C:43](=[O:50])[O:42][C:40]2=O>CO.CS(C)=O.[Pd].O>[CH3:21][O:22][C:23]1[CH:34]=[C:33]([O:35][CH3:36])[CH:32]=[CH:31][C:24]=1[CH2:25][NH:26][CH2:27][C:28]([OH:30])=[O:29].[CH3:21][O:22][C:23]1[CH:34]=[C:33]([O:35][CH3:36])[CH:32]=[CH:31][C:24]=1[CH2:25][N:26]1[C:40](=[O:42])[C:39]2[CH:49]=[CH:48][CH:47]=[CH:46][C:45]=2[NH:44][C:43](=[O:50])[CH2:27]1 |f:2.3,6.7|. Procedure: N-(2,4-dimethoxybenzyl)glycine is prepared by the reaction of glycine with 2,4-dimethoxybenzaldehyde in the presence of sodium hydroxide, reduction with palladium-on-carbon in methanol and subsequent neutralisation with 2 N hydrochloric acid. The aqueous solution obtained is concentrated. 41.9 g of this mixture of N-(2,4-dimethoxybenzyl)-glycine and sodium chloride are stirred at 110° C. for 1.5 hours in 300 ml of dimethyl sulphoxide with 23.18 g (142 mmol) of isatoic acid anhydride. The mixture... Reactants: ClC1=CC=C(C=C1)CCNC(C)=O (N-[2-(4-chloro-phenyl)-ethyl]-acetamide), O=P12OP3(=O)OP(=O)(O1)OP(=O)(O2)O3 (phosphorus pentoxide). Product: ClC1=CC=C2CCN=C(C2=C1)C (7-Chloro-1-methyl-3,4-dihydro-isoquinoline). Reaction SMILES: [Cl:1][C:2]1[CH:7]=[CH:6][C:5]([CH2:8][CH2:9][NH:10][C:11](=O)[CH3:12])=[CH:4][CH:3]=1.O=P12OP3(OP(OP(O3)(O1)=O)(=O)O2)=O>>[Cl:1][C:2]1[CH:7]=[C:6]2[C:5]([CH2:8][CH2:9][N:10]=[C:11]2[CH3:12])=[CH:4][CH:3]=1. Procedure: In close analogy to the procedure described above, N-[2-(4-chloro-phenyl)-ethyl]-acetamide is reacted with phosphorus pentoxide to provide the title compound. Reactants: Nc1cnc(Oc2cnc3ccccc3c2)c(Cl)c1, O=S(=O)(Cl)c1c(F)cccc1F. Product: O=S(=O)(Nc1cnc(Oc2cnc3ccccc3c2)c(Cl)c1)c1c(F)cccc1F. Reaction SMILES: [Cl:1][c:2]1[cH:3][c:4]([NH2:19])[cH:5][n:6][c:7]1[O:8][c:9]1[cH:10][n:11][c:12]2[cH:13][cH:14][cH:15][cH:16][c:17]2[cH:18]1.[F:20][c:21]1[c:22]([S:28](=[O:29])(=[O:30])[Cl:31])[c:23]([F:27])[cH:24][cH:25][cH:26]1>>[Cl:1][c:2]1[cH:3][c:4]([NH:19][S:28]([c:22]2[c:21]([F:20])[cH:26][cH:25][cH:24][c:23]2[F:27])(=[O:29])=[O:30])[cH:5][n:6][c:7]1[O:8][c:9]1[cH:10][n:11][c:12]2[cH:13][cH:14][cH:15][cH:16][c:17]2[cH:18]1. Starting materials: C[Al](C)C, CS(=O)(=O)c1ccc(N)cc1, Cc1ccccc1, ClC(Cl)Cl, N#Cc1ccccc1. Yields the product CS(=O)(=O)c1ccc(NC(=N)c2ccccc2)cc1. RXN SMILES: [CH3:12][Al:13]([CH3:14])[CH3:15].[CH3:1][S:2](=[O:3])(=[O:4])[c:5]1[cH:6][cH:7][c:8]([NH2:9])[cH:10][cH:11]1.[CH3:24][c:25]1[cH:26][cH:27][cH:28][cH:29][cH:30]1.[CH:31]([Cl:32])([Cl:33])[Cl:34].[N:16]#[C:17][c:18]1[cH:19][cH:20][cH:21][cH:22][cH:23]1>>[CH3:1][S:2](=[O:3])(=[O:4])[c:5]1[cH:6][cH:7][c:8]([NH:9][C:17](=[NH:16])[c:18]2[cH:19][cH:20][cH:21][cH:22][cH:23]2)[cH:10][cH:11]1. The reactants are CCc1c(C=O)cccc1-c1cnc(-c2ccc(OC(C)C)c(C#N)c2)s1, CC(=O)O, CC(=O)[O-], CCO, COC(=O)C1CNC1, [Na+]. Yields the product CCc1c(CN2CC(C(=O)OC)C2)cccc1-c1cnc(-c2ccc(OC(C)C)c(C#N)c2)s1. Reaction SMILES: [CH2:1]([CH3:2])[c:3]1[c:4](-[c:11]2[cH:12][n:13][c:14](-[c:16]3[cH:17][cH:18][c:19]([O:24][CH:25]([CH3:26])[CH3:27])[c:20]([C:21]#[N:22])[cH:23]3)[s:15]2)[cH:5][cH:6][cH:7][c:8]1[CH:9]=[O:10].[CH3:28][C:29](=[O:30])[OH:31].[CH3:33][C:34](=[O:35])[O-:36].[CH3:45][CH2:46][OH:47].[NH:37]1[CH2:38][CH:39]([C:41](=[O:42])[O:43][CH3:44])[CH2:40]1.[Na+:32]>>[CH2:1]([CH3:2])[c:3]1[c:4](-[c:11]2[cH:12][n:13][c:14](-[c:16]3[cH:17][cH:18][c:19]([O:24][CH:25]([CH3:26])[CH3:27])[c:20]([C:21]#[N:22])[cH:23]3)[s:15]2)[cH:5][cH:6][cH:7][c:8]1[CH2:9][N:37]1[CH2:38][CH:39]([C:41](=[O:42])[O:43][CH3:44])[CH2:40]1.